This data is from the Open Reaction Database (ORD), a public repository of structured organic reaction records. The task is: describe an organic reaction: reactants, conditions, products, and yield The reactants are NC1=NC(=C(C=C1)[N+](=O)[O-])C (2-amino-5-nitro-6-methylpyridine), S(O)(O)(=O)=O (sulfuric acid), [N+](=O)([O-])[O-].[Na+] (sodium nitrate). Run in O (water). Run at temperature 0 celsius. Product: O=C1NC(=C(C=C1)[N+](=O)[O-])C (2-Oxo-5-Nitro-6-Methyl-1,2-Dihydropyridine). The yield is 97.0%. As a reaction SMILES: N[C:2]1[CH:7]=[CH:6][C:5]([N+:8]([O-:10])=[O:9])=[C:4]([CH3:11])[N:3]=1.S(=O)(=O)(O)[OH:13].[N+]([O-])([O-])=O.[Na+]>O>[O:13]=[C:2]1[CH:7]=[CH:6][C:5]([N+:8]([O-:10])=[O:9])=[C:4]([CH3:11])[NH:3]1 |f:2.3|. Procedure: To a suspension of 2-amino-5-nitro-6-methylpyridine (40.24 g, 260 mmol) was added concentrated sulfuric acid (48 mL). The homogeneous solution was cooled to 0° C., and sodium nitrate (26.97 g, 390 mmol) dissolved in 120 mL of water was added. The reaction mixture was warmed to room temperature over 4 hours, then cooled to 0° C. The resulting ivory precipitate was collected, washed with cold water, and dried at 40° C. in vacuo overnight to provide 39.05 g (97%) of the title compound. EA calculate... Reactants: C1CCNCC1, CSc1ccsc1-c1ccc(C=O)cc1, CC(=O)O, Cc1ccccc1, Cc1ccc(S(=O)(=O)CC#N)cc1. The product is CSc1ccsc1-c1ccc(C=C(C#N)S(=O)(=O)c2ccc(C)cc2)cc1. As a reaction SMILES: [CH2:29]1[CH2:30][CH2:31][NH:32][CH2:33][CH2:34]1.[CH3:1][S:2][c:3]1[c:4](-[c:8]2[cH:9][cH:10][c:11]([CH:12]=[O:13])[cH:14][cH:15]2)[s:5][cH:6][cH:7]1.[CH3:35][C:36](=[O:37])[OH:38].[CH3:39][c:40]1[cH:41][cH:42][cH:43][cH:44][cH:45]1.[c:16]1([CH3:28])[cH:17][cH:18][c:19]([S:22](=[O:23])(=[O:24])[CH2:25][C:26]#[N:27])[cH:20][cH:21]1>>[CH3:1][S:2][c:3]1[c:4](-[c:8]2[cH:9][cH:10][c:11]([CH:12]=[C:25]([S:22]([c:19]3[cH:18][cH:17][c:16]([CH3:28])[cH:21][cH:20]3)(=[O:23])=[O:24])[C:26]#[N:27])[cH:14][cH:15]2)[s:5][cH:6][cH:7]1. Starting materials: Cl(=O)[O-].[Na+] (sodium chlorite), S(=O)([O-])[O-].[Na+].[Na+] (sodium sulfite), ice water, CC1(CCCC(N1[O])(C)C)C (TEMPO), P(=O)(O)([O-])[O-].[Na+].[Na+] (sodium hydrogenphosphate), C1(CC1)C1=CC=C(C=C1)CCCCO (4-(4-cyclopropylphenyl)butan-1-ol), ClO (hypochlorous acid), [OH-].[Na+] (sodium hydroxide). Run in CCOCC (Ether), C(C)#N (acetonitrile). Reaction conditions: temperature 35 celsius, time 10 minute. Product: C1(CC1)C1=CC=C(C=C1)CCCC(=O)O (4-(4-cyclopropylphenyl)butyric acid). Isolated yield 88.0%. Reaction SMILES: CC1(C)N([O])C(C)(C)CCC1.P([O-])([O-])(O)=O.[Na+].[Na+].[CH:19]1([C:22]2[CH:27]=[CH:26][C:25]([CH2:28][CH2:29][CH2:30][CH2:31][OH:32])=[CH:24][CH:23]=2)[CH2:21][CH2:20]1.Cl([O-])=[O:34].[Na+].ClO.[OH-].[Na+].S([O-])([O-])=O.[Na+].[Na+]>C(#N)C.CCOCC>[CH:19]1([C:22]2[CH:23]=[CH:24][C:25]([CH2:28][CH2:29][CH2:30][C:31]([OH:34])=[O:32])=[CH:26][CH:27]=2)[CH2:21][CH2:20]1 |f:1.2.3,5.6,8.9,10.11.12,^1:4|. Procedure: Bromine (12.5 mL, 244 mmol) was dropwise added to a solution of cyclopropylbenzene (25.0 g, 212 mmol) in chloroform (430 mL) with stirring at −78° C. and the mixture was stirred for 45 minutes. A 10% aqueous sodium sulfite solution and water were added to the reaction mixture at −780° C. and chloroform was added thereto to separate it. The thus obtained organic phase was separated, washed with a saturated aqueous NaCl solution and dried over anhydrous magnesium sulfate. After filtration, the sol... Starting materials: N#Cc1cccc(C(=O)Nc2nonc2-c2noc(=O)n2-c2ccc(F)c(C#N)c2)c1, [BH3-]C#N, ClP(Cl)(Cl)(Cl)Cl, [Na+], c1ccccc1. The product is N#Cc1cccc(CNc2nonc2-c2noc(=O)n2-c2ccc(F)c(C#N)c2)c1. RXN SMILES: [C:1](#[N:2])[c:3]1[cH:4][c:5]([C:6](=[O:7])[NH:8][c:9]2[n:10][o:11][n:12][c:13]2-[c:14]2[n:15][o:16][c:17](=[O:28])[n:18]2-[c:19]2[cH:20][c:21]([C:26]#[N:27])[c:22]([F:25])[cH:23][cH:24]2)[cH:29][cH:30][cH:31]1.[C:38]([BH3-:39])#[N:40].[Cl:32][P:33]([Cl:34])([Cl:35])([Cl:36])[Cl:37].[Na+:41].[cH:42]1[cH:43][cH:44][cH:45][cH:46][cH:47]1>>[C:1](#[N:2])[c:3]1[cH:4][c:5]([CH2:6][NH:8][c:9]2[n:10][o:11][n:12][c:13]2-[c:14]2[n:15][o:16][c:17](=[O:28])[n:18]2-[c:19]2[cH:20][c:21]([C:26]#[N:27])[c:22]([F:25])[cH:23][cH:24]2)[cH:29][cH:30][cH:31]1.